Dataset: the Open Reaction Database (ORD), a public repository of structured organic reaction records. Task: describe an organic reaction: reactants, conditions, products, and yield Starting materials: C(#N)C1=C2C(=NC3=CC=CC=C13)C1=CC(=C(C(N1C2)=O)C)C(CC)OC(CNC(=O)OC(C)(C)C)=O ((±)-12-cyano-8-methyl-7-[1-[[[[(1,1-dimethylethoxy)carbonyl]amino]acetyl]oxy]propyl]indolizino[1,2-b]quinolin-9(11H)-one), C(F)(F)(F)C(=O)O (CF3CO2H). Run in O (H2O). Product: NCC(=O)OC(CC)C1=C(C(N2CC=3C(=NC4=CC=CC=C4C3C#N)C2=C1)=O)C ((±)-7-[1-[(Aminoacetyl)oxy]propyl]-12-cyano-8-methylindolizino[1,2-b]quinolin-9(11H)-one). Reaction SMILES: [C:1]([C:3]1[C:12]2[C:7](=[CH:8][CH:9]=[CH:10][CH:11]=2)[N:6]=[C:5]2[C:13]3[N:18]([CH2:19][C:4]=12)[C:17](=[O:20])[C:16]([CH3:21])=[C:15]([CH:22]([O:25][C:26](=[O:36])[CH2:27][NH:28]C(OC(C)(C)C)=O)[CH2:23][CH3:24])[CH:14]=3)#[N:2].C(C(O)=O)(F)(F)F>O>[NH2:28][CH2:27][C:26]([O:25][CH:22]([C:15]1[CH:14]=[C:13]2[N:18]([CH2:19][C:4]3[C:5]2=[N:6][C:7]2[C:12]([C:3]=3[C:1]#[N:2])=[CH:11][CH:10]=[CH:9][CH:8]=2)[C:17](=[O:20])[C:16]=1[CH3:21])[CH2:23][CH3:24])=[O:36]. Reported procedure: The title compound was prepared according to the procedure in Example 3B except using (±)-12-cyano-8-methyl-7-[1-[[[[(1,1-dimethylethoxy)carbonyl]amino]acetyl]oxy]propyl]indolizino[1,2-b]quinolin-9(11H)-one. 1H NMR (CDCl3 /MeOH-d4) d 8.28 (d, J=8.5 Hz, 1H), 8.22 (d, J=8.4 Hz, 1H), 7.95 (m, 1H), 7.82 (m, 1H), 7.36 (s, 1H), 6.00 (apparent t, J=6.6 Hz, 1H), 5.41 (s, 2H), 3.92 (br s, 2H), 2.33 (s, 3H), 2.08-1.82 (m, 2H), 1.00 (t, J=7.2 Hz, 3H). Anal. Calcd for C22H20N4O3.3/2 CF3CO2H.5/2 H2O: C, 49.6...